The task is: describe an organic reaction: reactants, conditions, products, and yield. This data is from the Open Reaction Database (ORD), a public repository of structured organic reaction records. Starting materials: C(Cl)(Cl)Cl (chloroform), C(=O)[O-].[NH4+] (ammonium formate), C(C1=CC=CC=C1)OC(=O)N[C@H]([C@@H](O)C1=CC=CC=C1)CN1CCOCC1 ((1S,2S)-2-Benzyloxycarbonylamino-3-morpholino-1-phenyl-1-propanol). Reagents/catalysts: [C].[Pd] (palladium-carbon), [C].[Pd] (palladium-carbon). Run in CO (methanol), CO (methanol). Reaction conditions: time 8 hour. Yields the product N[C@H]([C@@H](O)C1=CC=CC=C1)CN1CCOCC1 ((1S,2S)-2-amino-3-morpholino-1-phenyl-1-propanol). Yield: 96.1%. Reaction SMILES: C(OC([NH:11][C@@H:12]([CH2:21][N:22]1[CH2:27][CH2:26][O:25][CH2:24][CH2:23]1)[C@H:13]([C:15]1[CH:20]=[CH:19][CH:18]=[CH:17][CH:16]=1)[OH:14])=O)C1C=CC=CC=1.C([O-])=O.[NH4+].C(Cl)(Cl)Cl>CO.[C].[Pd]>[NH2:11][C@@H:12]([CH2:21][N:22]1[CH2:23][CH2:24][O:25][CH2:26][CH2:27]1)[C@H:13]([C:15]1[CH:16]=[CH:17][CH:18]=[CH:19][CH:20]=1)[OH:14] |f:1.2,5.6|. Procedure: (1S,2S)-2-Benzyloxycarbonylamino-3-morpholino-1-phenyl-1-propanol (3.82 g, 10.3 mmol) was dissolved in methanol (10 ml), ammonium formate (2.6 g, 41.3 mmol) and 10% palladium-carbon (888.5 mg, 8.09 mol %) were added thereto, and the mixture thus obtained was stirred overnight at room temperature. After confirming completion of the reaction with TLC (chloroform:methanol=9:1 and 7:3), palladium-carbon was removed by filtration and the resulting filtrate was concentrated to obtain the objective com...